Task: describe an organic reaction: reactants, conditions, products, and yield. Dataset: the Open Reaction Database (ORD), a public repository of structured organic reaction records Starting materials: Cl (HCl), CCOCC (Et2O), C(C1=CC=CC=C1)N1C2=C(S(CC(C1=O)NC([C@H](C)N(C(OC(C)(C)C)=O)C)=O)(=O)=O)C=CC=C2 (tert-butyl (S)-1-(5-benzyl-1,1,4-trioxo-2,3,4,5-tetrahydro-benzo[b][1,4]thiazepin-3-ylamino)-1-oxopropan-2-yl(methyl)carbamate). Solvent: CO (MeOH). Reaction conditions: time 3 hour. Yields the product Cl.C(C1=CC=CC=C1)N1C2=C(S(CC(C1=O)NC([C@H](C)NC)=O)(=O)=O)C=CC=C2 (N-(5-Benzyl-1,1,4-trioxo-2,3,4,5-tetrahydrobenzo[b][1,4]thiazepin-3-yl)-2-(S)-(methylamino)propanamide hydrochloride). The yield is 100.0%. As a reaction SMILES: [ClH:1].CCOCC.[CH2:7]([N:14]1[C:20](=[O:21])[CH:19]([NH:22][C:23](=[O:35])[C@@H:24]([N:26](C)[C:27](=O)OC(C)(C)C)[CH3:25])[CH2:18][S:17](=[O:37])(=[O:36])[C:16]2[CH:38]=[CH:39][CH:40]=[CH:41][C:15]1=2)[C:8]1[CH:13]=[CH:12][CH:11]=[CH:10][CH:9]=1>CO>[ClH:1].[CH2:7]([N:14]1[C:20](=[O:21])[CH:19]([NH:22][C:23](=[O:35])[C@@H:24]([NH:26][CH3:27])[CH3:25])[CH2:18][S:17](=[O:37])(=[O:36])[C:16]2[CH:38]=[CH:39][CH:40]=[CH:41][C:15]1=2)[C:8]1[CH:9]=[CH:10][CH:11]=[CH:12][CH:13]=1 |f:4.5|. Procedure details: 1 M HCl in Et2O (4 mL, 4.00 mmol, Eq: 40) was added to a solution of tert-butyl (S)-1-(5-benzyl-1,1,4-trioxo-2,3,4,5-tetrahydro-benzo[b][1,4]thiazepin-3-ylamino)-1-oxopropan-2-yl(methyl)carbamate in MeOH (1.5 mL). After 3 h, the mixture was concentrated, the residue dissolved in MeCN/H2O, and lyophilized to afford the title compound (45 mg, 100%). MS m/z 402.0 (MH+)